From a dataset of the Open Reaction Database (ORD), a public repository of structured organic reaction records. describe an organic reaction: reactants, conditions, products, and yield Starting materials: COc1nc(C)c(C)nc1N, O=S(=O)(Cl)c1cccc(Cl)c1Cl. Product: COc1nc(C)c(C)nc1NS(=O)(=O)c1cccc(Cl)c1Cl. RXN SMILES: [CH3:1][O:2][c:3]1[c:4]([NH2:11])[n:5][c:6]([CH3:10])[c:7]([CH3:9])[n:8]1.[Cl:12][c:13]1[c:14]([S:20](=[O:21])(=[O:22])[Cl:23])[cH:15][cH:16][cH:17][c:18]1[Cl:19]>>[CH3:1][O:2][c:3]1[c:4]([NH:11][S:20]([c:14]2[c:13]([Cl:12])[c:18]([Cl:19])[cH:17][cH:16][cH:15]2)(=[O:21])=[O:22])[n:5][c:6]([CH3:10])[c:7]([CH3:9])[n:8]1. Reactants: NC=1SC=CN1 (2-aminothiazole), CCN(C(C)C)C(C)C (DIPEA), [N+](=O)([O-])C1=C(C=C(C(=O)O)C=C1)F (4-Nitro-3-fluoro benzoic acid), O=S(Cl)Cl (SOCl2). Run in ClCCCl (1,2-dichloroethane), C1(=CC=CC=C1)C (toluene), O1CCCC1 (tetrahydrofuran). Reaction conditions: temperature 65 celsius. Yields the product [N+](=O)([O-])C1=C(C=C(C(=O)NC=2SC=CN2)C=C1)F (4-nitro-3-fluoro-N-thiazol-2-yl-benzamide). Isolated yield 35.0%. RXN SMILES: [N+:1]([C:4]1[CH:12]=[CH:11][C:7]([C:8]([OH:10])=O)=[CH:6][C:5]=1[F:13])([O-:3])=[O:2].O=S(Cl)Cl.[NH2:18][C:19]1[S:20][CH:21]=[CH:22][N:23]=1.CCN(C(C)C)C(C)C>C1(C)C=CC=CC=1.O1CCCC1.ClCCCl>[N+:1]([C:4]1[CH:12]=[CH:11][C:7]([C:8]([NH:18][C:19]2[S:20][CH:21]=[CH:22][N:23]=2)=[O:10])=[CH:6][C:5]=1[F:13])([O-:3])=[O:2]. Procedure details: 4-Nitro-3-fluoro benzoic acid (535 mmol) was dissolved in toluene (500 mL) and tetrahydrofuran (THF) (75 mL). SOCl2 (930 mmol) was added and the mixture was heated at 65° C. for 5 h. The reaction mixture was cooled and the solvent removed by evaporation. The residue was re-dissolved in 1,2-dichloroethane. This solution was added dropwise to a suspension of 2-aminothiazole (480 mmol) and DIPEA (370 mmol) in 1,2-dichloroethane (1 L) with mechanical stirring, while the temperature was kept at 45° C... Starting materials: C1=C(C=CC2=CC=CC=C12)CO (naphthalen-2-yl methanol), C(=O)(Cl)Cl (phosgene). Solvent: C1CCOC1 (THF). Conditions: time 45 minute. Yields the product C(OCC1=CC2=CC=CC=C2C=C1)(=O)Cl (naphthalen-2-ylmethyl carbonochloridate). Reaction SMILES: [CH:1]1[C:10]2[C:5](=[CH:6][CH:7]=[CH:8][CH:9]=2)[CH:4]=[CH:3][C:2]=1[CH2:11][OH:12].[C:13](Cl)([Cl:15])=[O:14]>C1COCC1>[C:13]([Cl:15])(=[O:14])[O:12][CH2:11][C:2]1[CH:3]=[CH:4][C:5]2[C:10](=[CH:9][CH:8]=[CH:7][CH:6]=2)[CH:1]=1. Procedure: A solution of naphthalen-2-yl methanol (51.2 g, 324 mmol) dissolved in anhydrous THF (1 L) was treated with phosgene (205 mL, 20% solution in toluene, 388 mmol). The solution was stirred at ambient temperature for 45 minutes and then concentrated to afford the desired product as a solid, which was dried under vacuum and used directly in the next step. Procedure details: A mixture of 5,6,7,8-tetrahydro-5-oxo-(2(1H)-quinolinone (10.0 g), lithium hydride (0.79), and dimethylformamide (400 ml) was stirred for 3 hrs at 25° C., under nitrogen. 3-Methylbutenyl bromide (10.6) was added and the mixture was stirred for an additional eighteen hrs. The reaction mixture was concentrated and the residue was partitioned between ethyl acetate and water. The layers were separated and the aqueous layer was extracted with ethyl acetate. The combined organic extracts were washed w... Conditions: temperature 25 celsius, time 3 hour. The yield is 74.0%. Product: CC(=CCN1C(C=CC=2C(CCCC12)=O)=O)C (5,6,7,8-tetrahydro-1-(3-methyl-2-buteneyl)-5-oxo-2(1H)-quinolinone). As a reaction SMILES: [NH:1]1[C:10]2[C:5](=[CH:6][CH:7]=[CH:8][CH:9]=2)[CH:4]=[CH:3][C:2]1=[O:11].[H-].[Li+].[CH3:14][CH:15]([CH3:19])[CH:16]=[CH:17]Br.CN(C)C=[O:23]>>[CH3:14][C:15]([CH3:19])=[CH:16][CH2:17][N:1]1[C:10]2[CH2:9][CH2:8][CH2:7][C:6](=[O:23])[C:5]=2[CH:4]=[CH:3][C:2]1=[O:11] |f:1.2|. The reactants are N1C(C=CC2=CC=CC=C12)=O (2(1H)-quinolinone), [H-].[Li+] (lithium hydride), CN(C=O)C (dimethylformamide), CC(C=CBr)C (3-Methylbutenyl bromide). The reactants are COC(CCC(C1CCCCC1)NC(=O)OC(C)(C)C)=O (4-tert-butoxycarbonylamino-4-cyclohexyl-butyric acid methyl ester), [OH-].[Na+] (NaOH), C(CC(O)(C(=O)O)CC(=O)O)(=O)O (Citric acid). The solvent is CO (MeOH). Reaction conditions: time 8 hour. Product: C(C)(C)(C)OC(=O)NC(CCC(=O)O)C1CCCCC1 (4-tert-butoxycarbonylamino-4-cyclohexyl-butyric acid). RXN SMILES: C[O:2][C:3](=[O:21])[CH2:4][CH2:5][CH:6]([NH:13][C:14]([O:16][C:17]([CH3:20])([CH3:19])[CH3:18])=[O:15])[CH:7]1[CH2:12][CH2:11][CH2:10][CH2:9][CH2:8]1.[OH-].[Na+].C(O)(=O)CC(CC(O)=O)(C(O)=O)O>CO>[C:17]([O:16][C:14]([NH:13][CH:6]([CH:7]1[CH2:8][CH2:9][CH2:10][CH2:11][CH2:12]1)[CH2:5][CH2:4][C:3]([OH:21])=[O:2])=[O:15])([CH3:20])([CH3:18])[CH3:19] |f:1.2|. Procedure: To a solution of 4-tert-butoxycarbonylamino-4-cyclohexyl-butyric acid methyl ester (9 g) in MeOH (100 mL) was added 1N NaOH (31 mL) and the reaction mixture was stirred at room temperature overnight. Citric acid (7 g) was then added, and the MeOH was removed under vacuum. The product was extracted with EtOAc (300 mL). The organic layer was washed with aqueous NaCl solution, dried with MgSO4, and evaporated to yield 4-tert-butoxycarbonylamino-4-cyclohexyl-butyric acid as an off white solid. Starting materials: ClCCCBr, O=C([O-])[O-], CCOCC, [K+], [K+], CN(C)C=O, Oc1ccc(I)cc1. Yields the product ClCCCOc1ccc(I)cc1. Reaction SMILES: [Br:9][CH2:10][CH2:11][CH2:12][Cl:13].[C:14](=[O:15])([O-:16])[O-:17].[CH3:25][CH2:26][O:27][CH2:28][CH3:29].[K+:18].[K+:19].[O:20]=[CH:21][N:22]([CH3:23])[CH3:24].[OH:1][c:2]1[cH:3][cH:4][c:5]([I:6])[cH:7][cH:8]1>>[O:1]([c:2]1[cH:3][cH:4][c:5]([I:6])[cH:7][cH:8]1)[CH2:10][CH2:11][CH2:12][Cl:13].